This data is from the Open Reaction Database (ORD), a public repository of structured organic reaction records. The task is: describe an organic reaction: reactants, conditions, products, and yield Starting materials: CC(C)CN(CC(O)C(Cc1ccc(OC(=O)Oc2ccc([N+](=O)[O-])cc2)cc1)NC(=O)OC1COC2OCCC12)S(=O)(=O)c1ccc2c(c1)OCO2, [NH4+], [OH-]. The product is CC(C)CN(CC(O)C(Cc1ccc(OC(N)=O)cc1)NC(=O)OC1COC2OCCC12)S(=O)(=O)c1ccc2c(c1)OCO2. Reaction SMILES: [C:1]([O:2][c:3]1[cH:4][cH:5][c:6]([CH2:9][CH:10]([CH:11]([CH2:12][N:13]([CH2:14][CH:15]([CH3:16])[CH3:17])[S:18](=[O:19])(=[O:20])[c:21]2[cH:22][c:23]3[c:24]([cH:28][cH:29]2)[O:25][CH2:26][O:27]3)[OH:30])[NH:31][C:32](=[O:33])[O:34][CH:35]2[CH2:36][O:37][CH:38]3[O:39][CH2:40][CH2:41][CH:42]23)[cH:7][cH:8]1)([O:43][c:45]1[cH:46][cH:47][c:48]([N+:49]([O-:50])=[O:51])[cH:52][cH:53]1)=[O:44].[NH4+:54].[OH-:55]>>[C:1]([O:2][c:3]1[cH:4][cH:5][c:6]([CH2:9][CH:10]([CH:11]([CH2:12][N:13]([CH2:14][CH:15]([CH3:16])[CH3:17])[S:18](=[O:19])(=[O:20])[c:21]2[cH:22][c:23]3[c:24]([cH:28][cH:29]2)[O:25][CH2:26][O:27]3)[OH:30])[NH:31][C:32](=[O:33])[O:34][CH:35]2[CH2:36][O:37][CH:38]3[O:39][CH2:40][CH2:41][CH:42]23)[cH:7][cH:8]1)(=[O:43])[NH2:54]. The reactants are O1CC1CCCC (1,2-epoxyhexane), COCCOCCOC (diglyme), [OH-].[Na+] (sodium hydroxide), triethylphosphonoacetate, [H-].[Na+] (sodium hydride), COCCOCCOC (diglyme), COCCOCCOC (diglyme), [H][H] (hydrogen). The solvent is O (water). Conditions: temperature 25 celsius, time 1 day. Yields the product C(CCC)C1C(C1)C(=O)O (2-butylcyclopropanecarboxylic acid). RXN SMILES: [H-].[Na+].[H][H].O1[CH:7]([CH2:8][CH2:9][CH2:10][CH3:11])[CH2:6]1.[OH-:12].[Na+].COCCO[CH2:19][CH2:20][O:21]C>O>[CH2:8]([CH:7]1[CH2:6][CH:19]1[C:20]([OH:21])=[O:12])[CH2:9][CH2:10][CH3:11] |f:0.1,4.5|. Procedure details: A solution of triethylphosphonoacetate (22.4 g, 0.1 mol) in 13 mL of diglyme is added to a mixture of 13 mL of diglyme and sodium hydride (60%, 5.7 g, 0.12 mol) in mineral oil. When hydrogen evolution ceased, 1,2-epoxyhexane (12 g, 0.12 mol) in diglyme (12 mL) is added. The mixture is stirred for 1 day at 25 degrees C. and 3 hours at 140 degrees C. A mixture of sodium hydroxide (15 g in 25 mL of water) is added in the cold. The mixture is refluxed 15 hours, diluted with cold water (100 mL), and ... Reactants: FC(C=1SC(=C(N1)C(F)(F)F)C(=O)O)(F)F (2,4-bis-trifluoromethyl-thiazole-5-carboxylic acid), S(=O)(Cl)Cl (thionyl chloride). Solvent: C(Cl)(Cl)Cl (chloroform), CN(C=O)C (dimethylformamide). Product: FC(C=1SC(=C(N1)C(F)(F)F)C(=O)Cl)(F)F (2,4-BIS-TRIFLUOROMETHYLTHIAZOLE-5-CARBOXYLIC ACID CHLORIDE). The yield is 88.3%. Reaction SMILES: [F:1][C:2]([F:16])([F:15])[C:3]1[S:4][C:5]([C:12](O)=[O:13])=[C:6]([C:8]([F:11])([F:10])[F:9])[N:7]=1.S(Cl)([Cl:19])=O>C(Cl)(Cl)Cl.CN(C)C=O>[F:1][C:2]([F:16])([F:15])[C:3]1[S:4][C:5]([C:12]([Cl:19])=[O:13])=[C:6]([C:8]([F:11])([F:10])[F:9])[N:7]=1. Reported procedure: To a 500 mL 1-neck RBF under N2 was added 2,4-bis-trifluoromethyl-thiazole-5-carboxylic acid (31.5 g, 1.0 equiv., 0.119 moles) in 25 mL chloroform and 1 mL dimethylformamide (DMF). To this solution was added thionyl chloride (28.3 g, 2.0 equiv., 0.24 moles). The reaction was then heated at reflux for 6 hours. The reaction was cooled to room temperature and concentrated by rotary evaporation at 30° C. to remove solvent. Chloroform was added, 3×25 mL portions, concentrating by rotary evaporation e... The reactants are Cl (hydrochloric acid), COC=1C=C2C=C(N(C2=CC1)CC1=CC=CC(=N1)C(=O)O)C1=CC=CC=C1 (6-(5-methoxy-2-phenylindol-1-ylmethyl)pyridine-2-carboxylic acid), CS(=O)(=O)N (methanesulfonamide), Cl.C(C)N=C=NCCCN(C)C (1-ethyl-3-(3-dimethylaminopropyl)carbodiimide hydrochloride). Reagents/catalysts: CN(C1=CC=NC=C1)C (4-dimethylaminopyridine). Run in ClCCl (dichloromethane). Reaction conditions: time 66 hour. The product is CS(=O)(=O)NC(=O)C1=NC(=CC=C1)CN1C(=CC2=CC(=CC=C12)OC)C1=CC=CC=C1 (N-(Methanesulfonyl)-6-(5-methoxy-2-phenylindol-1-ylmethyl)pyridine-2-carboxamide). Yield: 15.9%. Reaction SMILES: [CH3:1][O:2][C:3]1[CH:4]=[C:5]2[C:9](=[CH:10][CH:11]=1)[N:8]([CH2:12][C:13]1[N:18]=[C:17]([C:19](O)=[O:20])[CH:16]=[CH:15][CH:14]=1)[C:7]([C:22]1[CH:27]=[CH:26][CH:25]=[CH:24][CH:23]=1)=[CH:6]2.[CH3:28][S:29]([NH2:32])(=[O:31])=[O:30].Cl.C(N=C=NCCCN(C)C)C.Cl>ClCCl.CN(C)C1C=CN=CC=1>[CH3:28][S:29]([NH:32][C:19]([C:17]1[CH:16]=[CH:15][CH:14]=[C:13]([CH2:12][N:8]2[C:9]3[C:5](=[CH:4][C:3]([O:2][CH3:1])=[CH:11][CH:10]=3)[CH:6]=[C:7]2[C:22]2[CH:27]=[CH:26][CH:25]=[CH:24][CH:23]=2)[N:18]=1)=[O:20])(=[O:31])=[O:30] |f:2.3|. Procedure details: Under an argon atmosphere, to a solution of 6-(5-methoxy-2-phenylindol-1-ylmethyl)pyridine-2-carboxylic acid (84 mg) in dichloromethane (2.3 mL) were added methanesulfonamide (22 mg), 1-ethyl-3-(3-dimethylaminopropyl)carbodiimide hydrochloride (45 mg), and 4-dimethylaminopyridine (29 mg). This mixture was stirred for 66 hours at room temperature. To the reaction mixture, 1 mol/L hydrochloric acid was added and stirred vigorously. The organic layer was separated, dried over anhydrous sodium sulfa...